From a dataset of the Open Reaction Database (ORD), a public repository of structured organic reaction records. describe an organic reaction: reactants, conditions, products, and yield Reactants: N#Cc1c[nH]nn1, CC(=O)OCC1OC(OC(C)=O)C(OC(C)=O)C1OC(C)=O, O=[N+]([O-])c1ccc(OP(=O)([O-])Oc2ccc([N+](=O)[O-])cc2)cc1. RXN SMILES: [C:1](#[N:2])[c:3]1[n:4][n:5][nH:6][cH:7]1.[C:8]([O:9][CH:12]1[CH:13]([O:14][C:15]([CH3:16])=[O:17])[CH:18]([O:19][C:20]([CH3:21])=[O:22])[CH:23]([CH2:25][O:26][C:27]([CH3:28])=[O:29])[O:24]1)(=[O:10])[CH3:11].[N+:30]([c:31]1[cH:32][cH:33][c:34]([O:35][P:36]([O-:37])([O:38][c:39]2[cH:40][cH:41][c:42]([N+:43]([O-:44])=[O:45])[cH:46][cH:47]2)=[O:48])[cH:49][cH:50]1)([O-:51])=[O:52]>>[C:1](#[N:2])[c:3]1[n:4][n:5]([CH:12]2[CH:13]([O:14][C:15]([CH3:16])=[O:17])[CH:18]([O:19][C:20]([CH3:21])=[O:22])[CH:23]([CH2:25][O:26][C:27]([CH3:28])=[O:29])[O:24]2)[n:6][cH:7]1. Yields the product CC(=O)OCC1OC(n2ncc(C#N)n2)C(OC(C)=O)C1OC(C)=O. The solvent is ClCCl.C(C)O (dichloromethane ethanol). Reactants: Cl.N1=C(C=CC=C1)N(C(=O)C1=CC2=C(N(C(=N2)CNC2=CC=C(C=C2)C(N)=N)C)C=C1)CC(=O)OCC (1-methyl-2-[N-(4-amidinophenyl)aminomethyl]benzimidazol-5-yl-carboxylic acid-N-(2-pyridyl)-N-ethoxycarbonylmethylamide hydrochloride), ClC(=O)OCCS(=O)(=O)C (2-(methylsulfonyl)ethyl chloroformate), C30H33N7O7S. The product is N1=C(C=CC=C1)N(C(=O)C1=CC2=C(N(C(=N2)CNC2=CC=C(C=C2)C(NC(=O)OCCS(=O)(=O)C)=N)C)C=C1)CC(=O)OCC (1-Methyl-2-[N-[4-[N-(2-methylsulfonylethyloxycarbonyl) amidino]phenyl]aminomethyl]-benzimidazol-5-yl-carboxylic acid-N-(2-pyridyl)-N-ethoxycarbonylmethylamide). Reported procedure: Prepared analogously to Example 90 from 1-methyl-2-[N-(4-amidinophenyl)aminomethyl]benzimidazol-5-yl-carboxylic acid-N-(2-pyridyl)-N-ethoxycarbonylmethylamide hydrochloride and 2-(methylsulfonyl)ethyl chloroformate. Yield: 72% of theory, C30H33N7O7S (635.7); Rf value: 0.23 (silica gel; dichloromethane/ethanol=19:1); EKA mass spectrum: (M+H)+=636; (M+H+Na)++=329.8. Reaction SMILES: Cl.[N:2]1[CH:7]=[CH:6][CH:5]=[CH:4][C:3]=1[N:8]([CH2:32][C:33]([O:35][CH2:36][CH3:37])=[O:34])[C:9]([C:11]1[CH:31]=[CH:30][C:14]2[N:15]([CH3:29])[C:16]([CH2:18][NH:19][C:20]3[CH:25]=[CH:24][C:23]([C:26](=[NH:28])[NH2:27])=[CH:22][CH:21]=3)=[N:17][C:13]=2[CH:12]=1)=[O:10].Cl[C:39]([O:41][CH2:42][CH2:43][S:44]([CH3:47])(=[O:46])=[O:45])=[O:40]>ClCCl.C(O)C>[N:2]1[CH:7]=[CH:6][CH:5]=[CH:4][C:3]=1[N:8]([CH2:32][C:33]([O:35][CH2:36][CH3:37])=[O:34])[C:9]([C:11]1[CH:31]=[CH:30][C:14]2[N:15]([CH3:29])[C:16]([CH2:18][NH:19][C:20]3[CH:25]=[CH:24][C:23]([C:26](=[NH:27])[NH:28][C:39]([O:41][CH2:42][CH2:43][S:44]([CH3:47])(=[O:46])=[O:45])=[O:40])=[CH:22][CH:21]=3)=[N:17][C:13]=2[CH:12]=1)=[O:10] |f:0.1,3.4|. Isolated yield 72.0%. The reactants are C(F)(F)(F)CC(F)(F)F (CF3CH2CF3), mixture, C(F)(F)(F)C=C(F)F (CF3CH═CF2). Yields the product F (Hydrogen fluoride), C(F)(F)(F)C=C(F)F (CF3CH═CF2). RXN SMILES: C(C=C(F)F)(F)(F)[F:2].[C:9]([CH2:13][C:14](F)([F:16])[F:15])([F:12])([F:11])[F:10]>>[FH:2].[C:9]([CH:13]=[C:14]([F:16])[F:15])([F:12])([F:11])[F:10]. Procedure details: The present process produces a 1:1 molar mixture of HF and CF3CH═CF2 in the reactor exit stream. The reactor exit stream can also contain unconverted reactant, CF3CH2CF3. The components of the reactor exit stream can be separated by conventional means, such as distillation. Hydrogen fluoride and CF3CH═CF2 form a homogenous low-boiling azeotrope containing about 60 mole percent CF3CH═CF2. The present process reactor exit stream can be distilled and the low-boiling HF and CF3CH═CF2 azeotrope taken... Reactants: CS(C)=O, CCOC(=O)c1c(NCCN(C(C)C)C(C)C)c2ccccc2n(-c2ccccc2)c1=O, [K+], [OH-], O. Product: CC(C)N(CCNc1cc(=O)n(-c2ccccc2)c2ccccc12)C(C)C. Reaction SMILES: [CH3:35][S:36]([CH3:37])=[O:38].[CH:1]([CH3:2])([CH3:3])[N:4]([CH2:5][CH2:6][NH:7][c:8]1[c:9]([C:25]([O:26][CH2:27][CH3:28])=[O:29])[c:10](=[O:24])[n:11](-[c:18]2[cH:19][cH:20][cH:21][cH:22][cH:23]2)[c:12]2[cH:13][cH:14][cH:15][cH:16][c:17]12)[CH:30]([CH3:31])[CH3:32].[K+:34].[OH-:33].[OH2:39]>>[CH:1]([CH3:2])([CH3:3])[N:4]([CH2:5][CH2:6][NH:7][c:8]1[cH:9][c:10](=[O:24])[n:11](-[c:18]2[cH:19][cH:20][cH:21][cH:22][cH:23]2)[c:12]2[cH:13][cH:14][cH:15][cH:16][c:17]12)[CH:30]([CH3:31])[CH3:32]. RXN SMILES: C(O)[CH2:2][O:3][CH2:4][CH2:5][OH:6].[OH-:8].[K+].BrC(Br)=C[C:13]1[CH:18]=[C:17]([Br:19])[CH:16]=[C:15]2[O:20]CO[C:14]=12>O>[Br:19][C:17]1[CH:16]=[C:4]2[O:3][CH2:2][O:6][C:5]2=[C:13]([CH2:14][C:15]([OH:20])=[O:8])[CH:18]=1 |f:1.2|. The product is BrC=1C=C2C(=C(C1)CC(=O)O)OCO2 (5-bromo-2,3-methylenedioxyphenylacetic acid). Reported procedure: Diethylene glycol (100 ml), water (60 ml), and 85% potassium hydroxide (32 g, 0.485 mol) were added to β, β-dibromo-5-bromo-2,3-methylenedioxystyrene (42.36 g, 0.11 mol), and the mixture was heated with stirring under reflux for 2 hours. The reaction mixture was poured into ice water and extracted with toluene. The extract was washed with water and dried over anhydrous magnesium sulfate, and then the solvent was evaporated. The residue was recrystallized from ethyl acetate (80 ml) and hexane (30... The solvent is O (water). Reactants: C(COCCO)O (Diethylene glycol), [OH-].[K+] (potassium hydroxide), BrC(=CC1=C2C(=CC(=C1)Br)OCO2)Br (β, β-dibromo-5-bromo-2,3-methylenedioxystyrene), ice water. The reactants are compound, [H-].[Na+] (NaH), CN(C)C=O (DMF), C1(=CC=CC2=CC=CC=C12)C(=O)Cl (1-naphthoyl chloride), CN(C)C=O (DMF), O.CCOC(=O)C (water EtOAc). Reaction conditions: time 16 hour. Product: CC=1NC2=CC=CC=C2C1CC(=O)OC (2-Methyl-1H-indol-3-ylacetic acid, methyl ester). Isolated yield 43.0%. As a reaction SMILES: [H-].[Na+].[C:3]1(C(Cl)=O)[C:12]2[C:7](=[CH:8][CH:9]=[CH:10][CH:11]=2)C=[CH:5][CH:4]=1.O.C[CH2:18][O:19][C:20]([CH3:22])=[O:21].C[N:24](C=O)C>>[CH3:5][C:4]1[NH:24][C:7]2[C:12]([C:3]=1[CH2:22][C:20]([O:19][CH3:18])=[O:21])=[CH:11][CH:10]=[CH:9][CH:8]=2 |f:0.1,3.4|. Procedure details: The compound of step 1 (1.13g; 5.56 mmol) in 6 mL of DMF was treated with NaH 80% (0.18 g; 5.99 mmol) at 25° C. After 30 min a solution of 1-naphthoyl chloride in 5 mL of DMF was added dropwise The reaction mixture was left stirring for 16 h and poured into cold water-EtOAc. The organic phase was washed with H2O (2×15 mL) and brine, dried over Na2SO4 and the solvent removed. Chromatography on silica gel (eluted with 2% EtOAc in toluene) yielded 0.86 g (43%) of the title compound. 1H NMR (CDCL3, ... Starting materials: ice water, P(=O)(OC(C)(C)C)(OC(C)(C)C)OCCl (di-tert-butyl chloromethyl phosphate), COC1=CC=C(C=C1)C1=CNC2=C(C=C3C(=C2C1=O)CCC3)OCCC (8-(4-methoxyphenyl)-5-propoxy-1,2,3,6-tetrahydro-6-aza-cyclopenta[a]naphthalen-9-one), [I-].[Na+] (sodium iodide), [H-].[Na+] (sodium hydride). Run in CN(C)C=O (DMF), CN(C)C=O (DMF). Run at time 10 minute. Yields the product P(=O)(OC(C)(C)C)(OC(C)(C)C)OCN1C2=C(C=C3C(=C2C(C(=C1)C1=CC=C(C=C1)OC)=O)CCC3)OCCC (di-tert-butyl 8-(4-methoxyphenyl)-9-oxo-5-propoxy-1,2,3,9-tetrahydro-6-aza-cyclopenta[a]naphthalen-6-ylmethyl phosphate). Isolated yield 40.0%. RXN SMILES: [CH3:1][O:2][C:3]1[CH:8]=[CH:7][C:6]([C:9]2[C:18](=[O:19])[C:17]3[C:12](=[C:13]([O:23][CH2:24][CH2:25][CH3:26])[CH:14]=[C:15]4[CH2:22][CH2:21][CH2:20][C:16]4=3)[NH:11][CH:10]=2)=[CH:5][CH:4]=1.[I-].[Na+].[H-].[Na+].[P:31]([O:43][CH2:44]Cl)([O:38][C:39]([CH3:42])([CH3:41])[CH3:40])([O:33][C:34]([CH3:37])([CH3:36])[CH3:35])=[O:32]>CN(C=O)C>[P:31]([O:43][CH2:44][N:11]1[CH:10]=[C:9]([C:6]2[CH:5]=[CH:4][C:3]([O:2][CH3:1])=[CH:8][CH:7]=2)[C:18](=[O:19])[C:17]2[C:12]1=[C:13]([O:23][CH2:24][CH2:25][CH3:26])[CH:14]=[C:15]1[CH2:22][CH2:21][CH2:20][C:16]1=2)([O:33][C:34]([CH3:37])([CH3:36])[CH3:35])([O:38][C:39]([CH3:40])([CH3:41])[CH3:42])=[O:32] |f:1.2,3.4|. Reported procedure: To a DMF solution (10 ml) of 8-(4-methoxyphenyl)-5-propoxy-1,2,3,6-tetrahydro-6-aza-cyclopenta[a]naphthalen-9-one (400 mg, 1.15 mmol) and sodium iodide (343 mg, 2.29 mmol) was added sodium hydride (60% oil base, 74.9 mg, 1.72 mmol), and the mixture was then stirred for 10 minutes at room temperature. To the resulting mixture was added a DMF solution (20 ml) of di-tert-butyl chloromethyl phosphate (888 mg, 3.43 mmol), and the mixture was then stirred at 40° C. for 4 hours. The reaction mixture wa...